From a dataset of the Open Reaction Database (ORD), a public repository of structured organic reaction records. describe an organic reaction: reactants, conditions, products, and yield Procedure: The title compound is prepared from 3-(3-(S)-amino-2-oxopyrrolidin-1-ylmethyl)benzonitrile hydrochloride as in EXAMPLE 24, Part B using 4-(3-chloropyridin-2-yloxy)benzene sulfonyl chloride in place of 6-methoxynaphthalene-2-sulfonyl chloride. Product: C(#N)C=1C=C(CN2C([C@H](CC2)NS(=O)(=O)C2=CC=C(C=C2)OC2=NC=CC=C2Cl)=O)C=CC1 (4-(3-Chloropyridin-2-yloxy)benzene sulfonic acid [1-(3-cyanobenzyl)-2-oxopyrrolidin-3-(S)-yl]amide). Starting materials: Cl.N[C@@H]1C(N(CC1)CC=1C=C(C#N)C=CC1)=O (3-(3-(S)-amino-2-oxopyrrolidin-1-ylmethyl)benzonitrile hydrochloride), ClC=1C(=NC=CC1)OC1=CC=C(C=C1)S(=O)(=O)Cl (4-(3-chloropyridin-2-yloxy)benzene sulfonyl chloride). Reaction SMILES: Cl.[NH2:2][C@H:3]1[CH2:7][CH2:6][N:5]([CH2:8][C:9]2[CH:10]=[C:11]([CH:14]=[CH:15][CH:16]=2)[C:12]#[N:13])[C:4]1=[O:17].[Cl:18][C:19]1[C:20]([O:25][C:26]2[CH:31]=[CH:30][C:29]([S:32](Cl)(=[O:34])=[O:33])=[CH:28][CH:27]=2)=[N:21][CH:22]=[CH:23][CH:24]=1>>[C:12]([C:11]1[CH:10]=[C:9]([CH:16]=[CH:15][CH:14]=1)[CH2:8][N:5]1[CH2:6][CH2:7][C@H:3]([NH:2][S:32]([C:29]2[CH:30]=[CH:31][C:26]([O:25][C:20]3[C:19]([Cl:18])=[CH:24][CH:23]=[CH:22][N:21]=3)=[CH:27][CH:28]=2)(=[O:34])=[O:33])[C:4]1=[O:17])#[N:13] |f:0.1|. Starting materials: C(C=C)N1C2=C(OCC1)C=CC(=C2Cl)C2=C(C(=NC=1N2N=C(C1)C=1C=C(C=CC1)C1=CC(=CC=C1)O)C)[C@@H](C(=O)OC)OC(C)(C)C ((2S)-methyl 2-(7-(4-allyl-5-chloro-3,4-dihydro-2H-benzo[b][1,4]oxazin-6-yl)-2-(3′-hydroxy-[1,1′-biphenyl]-3-yl)-5-methylpyrazolo[1,5-a]pyrimidin-6-yl)-2-(tert-butoxy)acetate), C(=O)([O-])[O-].[K+].[K+] (K2CO3), O (water), BrCC=C (3-bromoprop-1-ene). The solvent is CN(C)C=O (DMF). Run at temperature 50 celsius. Product: C(C=C)N1C2=C(OCC1)C=CC(=C2Cl)C2=C(C(=NC=1N2N=C(C1)C=1C=C(C=CC1)C1=CC(=CC=C1)OCC=C)C)[C@@H](C(=O)OC)OC(C)(C)C ((2S)-methyl 2-(7-(4-allyl-5-chloro-3,4-dihydro-2H-benzo[b][1,4]oxazin-6-yl)-2-(3′-(allyloxy)-[1,1′-biphenyl]-3-yl)-5-methylpyrazolo[1,5-a]pyrimidin-6-yl)-2-(tert-butoxy)acetate). The yield is 42.0%. Reaction SMILES: [CH2:1]([N:4]1[CH2:9][CH2:8][O:7][C:6]2[CH:10]=[CH:11][C:12]([C:15]3[N:20]4[N:21]=[C:22]([C:24]5[CH:25]=[C:26]([C:30]6[CH:35]=[CH:34][CH:33]=[C:32]([OH:36])[CH:31]=6)[CH:27]=[CH:28][CH:29]=5)[CH:23]=[C:19]4[N:18]=[C:17]([CH3:37])[C:16]=3[C@H:38]([O:43][C:44]([CH3:47])([CH3:46])[CH3:45])[C:39]([O:41][CH3:42])=[O:40])=[C:13]([Cl:14])[C:5]1=2)[CH:2]=[CH2:3].C([O-])([O-])=O.[K+].[K+].Br[CH2:55][CH:56]=[CH2:57].O>CN(C=O)C>[CH2:1]([N:4]1[CH2:9][CH2:8][O:7][C:6]2[CH:10]=[CH:11][C:12]([C:15]3[N:20]4[N:21]=[C:22]([C:24]5[CH:25]=[C:26]([C:30]6[CH:35]=[CH:34][CH:33]=[C:32]([O:36][CH2:57][CH:56]=[CH2:55])[CH:31]=6)[CH:27]=[CH:28][CH:29]=5)[CH:23]=[C:19]4[N:18]=[C:17]([CH3:37])[C:16]=3[C@H:38]([O:43][C:44]([CH3:47])([CH3:46])[CH3:45])[C:39]([O:41][CH3:42])=[O:40])=[C:13]([Cl:14])[C:5]1=2)[CH:2]=[CH2:3] |f:1.2.3|. Procedure details: To a solution of (2S)-methyl 2-(7-(4-allyl-5-chloro-3,4-dihydro-2H-benzo[b][1,4]oxazin-6-yl)-2-(3′-hydroxy-[1,1′-biphenyl]-3-yl)-5-methylpyrazolo[1,5-a]pyrimidin-6-yl)-2-(tert-butoxy)acetate (90 mg, 0.138 mmol) in DMF (2 mL) was added K2CO3 (38.1 mg, 0.276 mmol) followed by 3-bromoprop-1-ene (0.017 mL, 0.207 mmol) and the resulting mixture was heated at 50° C. for 16 h. After cooling to room temperature, water was added and the mixture was extracted with ether (50 mL), washed with brine, dried (... Reactants: ClC=1C(=C2N=C(C(=NC2=CC1Cl)OC)OC)I (6,7-dichloro-2,3-dimethoxy-5-iodoquinoxaline), C(CCC)C(=C(CCCC)CCCC)[SnH3] (tributylvinylstannane), [Cl-].[Li+] (lithium chloride). The reagents and catalysts are C1=CC=C(C=C1)P(C2=CC=CC=C2)C3=CC=CC=C3.C1=CC=C(C=C1)P(C2=CC=CC=C2)C3=CC=CC=C3.Cl[Pd]Cl (bis(triphenylphosphine)palladium (II) chloride). The solvent is CN(C=O)C (dimethylformamide). Conditions: temperature 100 celsius. Product: ClC=1C(=C2N=C(C(=NC2=CC1Cl)OC)OC)C=C (6,7-dichloro-2,3-dimethoxy-5-ethenylquinoxaline). Yield: 79.1%. RXN SMILES: [Cl:1][C:2]1[C:3](I)=[C:4]2[C:9](=[CH:10][C:11]=1[Cl:12])[N:8]=[C:7]([O:13][CH3:14])[C:6]([O:15][CH3:16])=[N:5]2.[CH2:18](C([SnH3])=C(CCCC)CCCC)[CH2:19]CC.[Cl-].[Li+]>CN(C)C=O.C1C=CC(P(C2C=CC=CC=2)C2C=CC=CC=2)=CC=1.C1C=CC(P(C2C=CC=CC=2)C2C=CC=CC=2)=CC=1.Cl[Pd]Cl>[Cl:1][C:2]1[C:3]([CH:18]=[CH2:19])=[C:4]2[C:9](=[CH:10][C:11]=1[Cl:12])[N:8]=[C:7]([O:13][CH3:14])[C:6]([O:15][CH3:16])=[N:5]2 |f:2.3,5.6.7|. Procedure: A mixture of 6,7-dichloro-2,3-dimethoxy-5-iodoquinoxaline (3.0 g, 7.8 mmol), tributylvinylstannane (4.94 g, 15.6 mmol), lithium chloride (991 mg, 23.4 mmol) and bis(triphenylphosphine)palladium (II) chloride (600 mg, 1.56 mmol) in dry dimethylformamide (100 mL) was heated at 100° C. for 1.5 hours. The mixture was cooled, filtered, and the filtrate concentrated under reduced pressure. The residue was purified by flash chromatography (eluting with toluene) to give 6,7-dichloro-2,3-dimethoxy-5-ethe... The reactants are C(C)OC(=O)C1=CC=2N=CN=C(C2S1)NCCC1=CN=C(S1)NC(=O)NC1=CC(=CC=C1)C(F)(F)F (4-(2-{2-[3-(3-Trifluoromethyl-phenyl)-ureido]-thiazol-5-yl}-ethylamino)-thieno[3,2-d]pyrimidine-6-carboxylic acid ethyl ester), O[Li].O (LiOH.H2O), Cl (HCl). Solvent: C1CCOC1 (THF), O (H2O). Reaction conditions: time 2 hour. Yields the product FC(C=1C=C(C=CC1)NC(NC=1SC(=CN1)CCNC=1C2=C(N=CN1)C=C(S2)C(=O)O)=O)(F)F (4-(2-{2-[3-(3-trifluoromethyl-phenyl)-ureido]-thiazol-5-yl}-ethylamino)-thieno[3,2-d]pyrimidine-6-carboxylic acid). As a reaction SMILES: C([O:3][C:4]([C:6]1[S:14][C:13]2[C:12]([NH:15][CH2:16][CH2:17][C:18]3[S:22][C:21]([NH:23][C:24]([NH:26][C:27]4[CH:32]=[CH:31][CH:30]=[C:29]([C:33]([F:36])([F:35])[F:34])[CH:28]=4)=[O:25])=[N:20][CH:19]=3)=[N:11][CH:10]=[N:9][C:8]=2[CH:7]=1)=[O:5])C.O[Li].O.Cl>C1COCC1.O>[F:36][C:33]([F:34])([F:35])[C:29]1[CH:28]=[C:27]([NH:26][C:24](=[O:25])[NH:23][C:21]2[S:22][C:18]([CH2:17][CH2:16][NH:15][C:12]3[C:13]4[S:14][C:6]([C:4]([OH:5])=[O:3])=[CH:7][C:8]=4[N:9]=[CH:10][N:11]=3)=[CH:19][N:20]=2)[CH:32]=[CH:31][CH:30]=1 |f:1.2|. Reported procedure: A mixture of compound 66.1 (2 mmol) and LiOH.H2O (4 mmol) in THF (20 mL) and H2O (5 mL) was stirred at room temperature for 2 hours and then neutralized with 1.0 N HCl (4 mL). The reaction was concentrated to dryness to give 4-(2-{2-[3-(3-trifluoromethyl-phenyl)-ureido]-thiazol-5-yl}-ethylamino)-thieno[3,2-d]pyrimidine-6-carboxylic acid (compound 66.2) which is used without further purification in the next step. Reactants: C(C)(C)(C)C=1C=C(C(=O)OC)C=C(C1)O (Methyl 3-tert-butyl-5-hydroxybenzoate), BrCCCOC1OCCCC1 (2-(3-bromopropoxy)-tetrahydropyran), [H-].[Na+] (sodium hydride). Run in CC(OCC)=O (EA), CN(C)C=O (DMF), CN(C)C=O (DMF). Reaction conditions: time 3 hour. The product is C(C)(C)(C)C=1C=C(C(=O)OC)C=C(C1)OCCCOC1OCCCC1 (Methyl 3-tert-butyl-5-[3-(tetrahydropyran-2-yloxy)propoxy]benzoate). Yield: 99.1%. RXN SMILES: [C:1]([C:5]1[CH:6]=[C:7]([CH:12]=[C:13]([OH:15])[CH:14]=1)[C:8]([O:10][CH3:11])=[O:9])([CH3:4])([CH3:3])[CH3:2].Br[CH2:17][CH2:18][CH2:19][O:20][CH:21]1[CH2:26][CH2:25][CH2:24][CH2:23][O:22]1.[H-].[Na+]>CN(C=O)C.CC(=O)OCC>[C:1]([C:5]1[CH:6]=[C:7]([CH:12]=[C:13]([O:15][CH2:17][CH2:18][CH2:19][O:20][CH:21]2[CH2:26][CH2:25][CH2:24][CH2:23][O:22]2)[CH:14]=1)[C:8]([O:10][CH3:11])=[O:9])([CH3:4])([CH3:2])[CH3:3] |f:2.3|. Procedure: Methyl 3-tert-butyl-5-hydroxybenzoate (O6.043; 3.22 g) and 2-(3-bromopropoxy)-tetrahydropyran (4.14 g) were dissolved in DMF (30 ml), and sodium hydride (445 mg) was added. After stirring at RT for 3 h, the mixture was left to stand overnight. Then the DMF was drawn off and the residue was taken up in EA, washed with water, dried, filtered and concentrated. 5.37 g of product were obtained. Starting materials: Cl.Cl.NCCCNOC (1-amino-3-methoxyaminopropane dihydrochloride), CC(C)(C)[O-].[K+] (potassium tert-butylate), CSC(=C[N+](=O)[O-])SC (1,1-bis(methylthio)-2-nitroethylene). Solvent: C(C)O (ethanol). Yields the product CON1C(NCCC1)=C[N+](=O)[O-] (hexahydro-1-methoxy-2-nitromethylenepyrimidine). As a reaction SMILES: Cl.Cl.[NH2:3][CH2:4][CH2:5][CH2:6][NH:7][O:8][CH3:9].CC([O-])(C)C.[K+].CS[C:18](SC)=[CH:19][N+:20]([O-:22])=[O:21]>C(O)C>[CH3:9][O:8][N:7]1[CH2:6][CH2:5][CH2:4][NH:3][C:18]1=[CH:19][N+:20]([O-:22])=[O:21] |f:0.1.2,3.4|. Procedure details: 2.0 g (0.011 mol) of 1-amino-3-methoxyaminopropane dihydrochloride and 2.53 g (0.023 mol) of potassium tert-butylate are refluxed in 120 ml of ethanol for 1 hour. Subsequently, 1.86 g (0.011 mol) of 1,1-bis(methylthio)-2-nitroethylene is added and the mixture is refluxed for a further 6 hours until no more gas evolves. The salts are separated off by filtration and the solvent is removed. The crude product is purified by flash chromatography using toluene/ethanol as developer. The desired product...